Dataset: the Open Reaction Database (ORD), a public repository of structured organic reaction records. Task: describe an organic reaction: reactants, conditions, products, and yield Reactants: FC(C=1C=C(CCC2=NN(C(N2CC2=CC=CC=C2)=O)CC2=CC=C(C=C2)N)C=C(C1)C(F)(F)F)(F)F (3-(3,5-Bis(trifluoromethyl)phenethyl)-4-benzyl-1-(4-aminobenzyl)-5-oxo-1,2,4-triazole), ClC=1C=C(C=CC1Cl)CC(=O)O (3,4-dichlorophenylacetic acid). Yields the product FC(C=1C=C(CCC2=NN(C(N2CC2=CC=CC=C2)=O)CC2=CC=C(C=C2)NC(CC2=CC(=C(C=C2)Cl)Cl)=O)C=C(C1)C(F)(F)F)(F)F (3-(3,5-Bis(trifluoromethyl)phenethyl)-4-benzyl-1-(4-(3,4-dichlorophenylacetamido)benzyl)-5-oxo-1,2,4-triazole). RXN SMILES: [F:1][C:2]([F:37])([F:36])[C:3]1[CH:4]=[C:5]([CH:29]=[C:30]([C:32]([F:35])([F:34])[F:33])[CH:31]=1)[CH2:6][CH2:7][C:8]1[N:12]([CH2:13][C:14]2[CH:19]=[CH:18][CH:17]=[CH:16][CH:15]=2)[C:11](=[O:20])[N:10]([CH2:21][C:22]2[CH:27]=[CH:26][C:25]([NH2:28])=[CH:24][CH:23]=2)[N:9]=1.[Cl:38][C:39]1[CH:40]=[C:41]([CH2:46][C:47](O)=[O:48])[CH:42]=[CH:43][C:44]=1[Cl:45]>>[F:37][C:2]([F:1])([F:36])[C:3]1[CH:4]=[C:5]([CH:29]=[C:30]([C:32]([F:33])([F:35])[F:34])[CH:31]=1)[CH2:6][CH2:7][C:8]1[N:12]([CH2:13][C:14]2[CH:15]=[CH:16][CH:17]=[CH:18][CH:19]=2)[C:11](=[O:20])[N:10]([CH2:21][C:22]2[CH:27]=[CH:26][C:25]([NH:28][C:47](=[O:48])[CH2:46][C:41]3[CH:42]=[CH:43][C:44]([Cl:45])=[C:39]([Cl:38])[CH:40]=3)=[CH:24][CH:23]=2)[N:9]=1. Procedure: Prepared as for Example 7 using the compound of Example 5 and 3,4-dichlorophenylacetic acid. Reactants: CCOC(=O)C(O)c1ccc(C2CCCCC2)c(Cl)c1, O, BrP(Br)(Br)(Br)Br. Product: CCOC(=O)C(Br)c1ccc(C2CCCCC2)c(Cl)c1. RXN SMILES: [Cl:1][c:2]1[cH:3][c:4]([CH:14]([C:15](=[O:16])[O:17][CH2:18][CH3:19])[OH:20])[cH:5][cH:6][c:7]1[CH:8]1[CH2:9][CH2:10][CH2:11][CH2:12][CH2:13]1.[OH2:27].[P:21]([Br:22])([Br:23])([Br:24])([Br:25])[Br:26]>>[Cl:1][c:2]1[cH:3][c:4]([CH:14]([C:15](=[O:16])[O:17][CH2:18][CH3:19])[Br:22])[cH:5][cH:6][c:7]1[CH:8]1[CH2:9][CH2:10][CH2:11][CH2:12][CH2:13]1.